Dataset: the Open Reaction Database (ORD), a public repository of structured organic reaction records. Task: describe an organic reaction: reactants, conditions, products, and yield Starting materials: CCO, O=Cc1ccc(Cl)c(Cl)c1, CC(C)(N)CNc1ccnc2cc(Cl)ccc12. The product is CC(C)(CNc1ccnc2cc(Cl)ccc12)NCc1ccc(Cl)c(Cl)c1. RXN SMILES: [CH3:28][CH2:29][OH:30].[Cl:18][c:19]1[cH:20][c:21]([CH:22]=[O:23])[cH:24][cH:25][c:26]1[Cl:27].[Cl:1][c:2]1[cH:3][cH:4][c:5]2[c:6]([NH:12][CH2:13][C:14]([CH3:15])([NH2:16])[CH3:17])[cH:7][cH:8][n:9][c:10]2[cH:11]1>>[Cl:1][c:2]1[cH:3][cH:4][c:5]2[c:6]([NH:12][CH2:13][C:14]([CH3:15])([NH:16][CH2:22][c:21]3[cH:20][c:19]([Cl:18])[c:26]([Cl:27])[cH:25][cH:24]3)[CH3:17])[cH:7][cH:8][n:9][c:10]2[cH:11]1. The product is CCOc1ccn(-c2ccc(F)cc2)c(=O)c1C(=O)Nc1ccc(Oc2ccnc(C(N)=O)c2Cl)c(F)c1. Starting materials: C1CCOC1, CC[O-], CCO, NC(=O)c1nccc(Oc2ccc(NC(=O)c3c(Cl)ccn(-c4ccc(F)cc4)c3=O)cc2F)c1Cl, NC(=O)c1nccc(Oc2ccc(NC(=O)c3c(I)ccn(-c4ccc(F)cc4)c3=O)cc2F)c1Cl, [H-], [Na+], [Na+]. RXN SMILES: [CH2:79]1[O:80][CH2:81][CH2:82][CH2:83]1.[CH3:4][CH2:5][O-:6].[CH3:84][CH2:85][OH:86].[Cl:43][c:44]1[c:45]([C:46]([NH2:47])=[O:48])[n:49][cH:50][cH:51][c:52]1[O:53][c:54]1[cH:55][cH:56][c:57]([NH:58][C:59]([c:60]2[c:61](=[O:62])[n:63](-[c:64]3[cH:65][cH:66][c:67]([F:68])[cH:69][cH:70]3)[cH:71][cH:72][c:73]2[Cl:74])=[O:75])[cH:76][c:77]1[F:78].[Cl:7][c:8]1[c:9]([C:40](=[O:41])[NH2:42])[n:10][cH:11][cH:12][c:13]1[O:14][c:15]1[c:16]([F:39])[cH:17][c:18]([NH:21][C:22](=[O:23])[c:24]2[c:25](=[O:38])[n:26](-[c:31]3[cH:32][cH:33][c:34]([F:37])[cH:35][cH:36]3)[cH:27][cH:28][c:29]2[I:30])[cH:19][cH:20]1.[H-:1].[Na+:2].[Na+:3]>>[CH3:4][CH2:5][O:6][c:29]1[c:24]([C:22]([NH:21][c:18]2[cH:17][c:16]([F:39])[c:15]([O:14][c:13]3[c:8]([Cl:7])[c:9]([C:40](=[O:41])[NH2:42])[n:10][cH:11][cH:12]3)[cH:20][cH:19]2)=[O:23])[c:25](=[O:38])[n:26](-[c:31]2[cH:32][cH:33][c:34]([F:37])[cH:35][cH:36]2)[cH:27][cH:28]1. Reactants: N(=[N+]=[N-])CCCCC(NC(CCCCCCC(NCCCC[C@H](NC(N[C@@H](CCC(=O)O)C(=O)O)=O)C(=O)O)=O)=O)C(=O)O ((3S,7S)-26-Azido-5,13,20-trioxo-4,6,12,21-tetraazahexacosane-1,3,7,22-tetracarboxylic acid), NCCCCC(C(=O)O)NC(C(CCCCNC(C#C)=O)NC(C#C)=O)=O (6-amino-2-(2,6-dipropiolamidohexanamido)hexanoic acid), O=C1C(O)=C([O-])[C@H](O1)[C@@H](O)CO.[Na+] (sodium ascorbate). The reagents and catalysts are CC(=O)[O-].CC(=O)[O-].[Cu+2] (Cu(OAc)2). The solvent is O.CC(C)(C)O (H2O t-BuOH). Conditions: time 8 hour. Product: NCCCCC(C(=O)O)NC(C(CCCCNC(=O)C=1N=NN(C1)CCCCC(NC(CCCCCCC(NCCCC[C@H](NC(NC(CCC(=O)O)C(=O)O)=O)C(=O)O)=O)=O)C(=O)O)NC(=O)C=1N=NNC1CCCCC(NC(CCCCCCC(NCCCC[C@H](NC(NC(CCC(=O)O)C(=O)O)=O)C(=O)O)=O)=O)C(=O)O)=O ((7S)-26-(4-((1-((5-amino-1-carboxypenty 1)amino)-1-oxo-6-(1-((7S)-1,3,7,22-tetracarboxy-5,13,20-trioxo-4,6,12,21-tetraazahexacosan-26-yl) 1H-1,2,3-triazole-4-carboxamido)hexan-2-yl)carbamoyl)-1H-1,2,3-triazol-5-yl)-5,13,20-trioxo-4,6,12,21-tetraazahexacosane-1,3,7,22-tetracarboxylic acid). Reaction SMILES: [N:1]([CH2:4][CH2:5][CH2:6][CH2:7][CH:8]([C:42]([OH:44])=[O:43])[NH:9][C:10](=[O:41])[CH2:11][CH2:12][CH2:13][CH2:14][CH2:15][CH2:16][C:17](=[O:40])[NH:18][CH2:19][CH2:20][CH2:21][CH2:22][C@@H:23]([C:37]([OH:39])=[O:38])[NH:24][C:25](=[O:36])[NH:26][C@H:27]([C:33]([OH:35])=[O:34])[CH2:28][CH2:29][C:30]([OH:32])=[O:31])=[N+:2]=[N-:3].[NH2:45][CH2:46][CH2:47][CH2:48][CH2:49][CH:50]([NH:54][C:55](=[O:71])[CH:56]([NH:66][C:67](=[O:70])[C:68]#[CH:69])[CH2:57][CH2:58][CH2:59][CH2:60][NH:61][C:62](=[O:65])[C:63]#[CH:64])[C:51]([OH:53])=[O:52].[O:72]=[C:73]1[O:79][C@H:78]([C@H:80]([CH2:82]O)O)[C:76]([O-])=[C:74]1O.[Na+]>O.CC(O)(C)C.CC([O-])=O.CC([O-])=O.[Cu+2]>[NH2:45][CH2:46][CH2:47][CH2:48][CH2:49][CH:50]([NH:54][C:55](=[O:71])[CH:56]([NH:66][C:67]([C:68]1[N:1]=[N:2][NH:3][C:69]=1[CH2:82][CH2:80][CH2:78][CH2:76][CH:74]([C:73]([OH:79])=[O:72])[NH:9][C:10](=[O:41])[CH2:11][CH2:12][CH2:13][CH2:14][CH2:15][CH2:16][C:17](=[O:40])[NH:18][CH2:19][CH2:20][CH2:21][CH2:22][C@@H:23]([C:37]([OH:39])=[O:38])[NH:24][C:25](=[O:36])[NH:26][CH:27]([C:33]([OH:35])=[O:34])[CH2:28][CH2:29][C:30]([OH:32])=[O:31])=[O:70])[CH2:57][CH2:58][CH2:59][CH2:60][NH:61][C:62]([C:63]1[N:3]=[N:2][N:1]([CH2:4][CH2:5][CH2:6][CH2:7][CH:8]([C:42]([OH:44])=[O:43])[NH:9][C:10](=[O:41])[CH2:11][CH2:12][CH2:13][CH2:14][CH2:15][CH2:16][C:17](=[O:40])[NH:18][CH2:19][CH2:20][CH2:21][CH2:22][C@@H:23]([C:37]([OH:39])=[O:38])[NH:24][C:25](=[O:36])[NH:26][CH:27]([C:33]([OH:35])=[O:34])[CH2:28][CH2:29][C:30]([OH:32])=[O:31])[CH:64]=1)=[O:65])[C:51]([OH:53])=[O:52] |f:2.3,4.5,6.7.8|. Procedure details: Compound 1 (49 mg, 76.7 μM) and 4 (0.5 eq, 14.5 mg, 38.3 μM) were dissolved in 1 mL H2O/t-BuOH (1/1). To that solution, sodium ascorbate (6 mg, 30 μM) and Cu(OAc)2 (3 mg, 15 μM) were added consecutively, the mixture was purged with N2 gas and stirred at ambient temperature overnight. Compound 2 was purified using C18 SepPak® Vac 2 g column through which the product was successfully eluted using 70/30 water/acetonitrile (0.1% TFA). Compound 2 was further purified by HPLC (Method 1). Rt: 13.9 min....